This data is from the Open Reaction Database (ORD), a public repository of structured organic reaction records. The task is: describe an organic reaction: reactants, conditions, products, and yield Starting materials: COC1=CC=C2C(=CC1=O)[C@H](CCC3=CC(=C(C(=C32)OC)OC)OC)N.C(C(C(=O)O)O)(C(=O)O)O (TMCA), ON1C(CCC1=O)=O (N-hydroxysuccinimide), DMAPE-carbodiimide, NCC(=O)N (glycinamide), Cl (HCl). Solvent: C(Cl)Cl (CH2Cl2), CN(C)C=O (DMF), N(CC)(CC)CC ((CH3CH2)3N), CCCCCC (hexane), CCOC(=O)C (EtOAc), CCCCCC (hexane). Conditions: time 15 hour. Product: CC1(C(C1(C)C)C(=O)NC(CN)=O)C (N-[(2,2,3,3-Tetramethylcyclopropyl)carbonyl]-glycinamide). Isolated yield 28.0%. Reaction SMILES: COC1C(=O)C=[C:7]2[C@@H](N)C[CH2:13][C:14]3[C:19]([C:6]2=[CH:5]C=1)=[C:18]([O:20]C)C(OC)=C(OC)[CH:15]=3.C(O)(C(O)=O)C(O)C(O)=O.ON1C(=O)CCC1=O.Cl.[NH2:46][CH2:47][C:48]([NH2:50])=[O:49]>C(Cl)Cl.CCCCCC.CCOC(C)=O.CN(C=O)C.N(CC)(CC)CC>[CH3:7][C:6]1([CH3:5])[C:14]([CH3:13])([CH3:15])[CH:19]1[C:18]([NH:50][C:48](=[O:49])[CH2:47][NH2:46])=[O:20] |f:0.1|. Procedure details: To a solution of TMCA (2.82 g, 20 mmole) in dry CH2Cl2 (150 ml) were added N-hydroxysuccinimide (2.3 g, 20 mmole) and DMAPE-carbodiimide.HCl (3.92 g, 20 mmole). The substance obtained was stirred for 15 hours at room temperature. To this mixture was added (CH3CH2)3N (4.5 ml), glycinamide.Hcl (2.2 g. 20 mmole) and dry DMF (100 ml), and stirred for 24 hours at room temperature. The solvents were stripped off under reduced pressure. The residue was purified by chromatography (SiO2, CHCl3 :MeOH 97:3... Reactants: FC(C(C(=O)O)=C)(F)F (α-trifluoromethylacrylic acid), CNC(=O)N (methylurea). Solvent: CN(C)C=O (DMF). Conditions: temperature 90 celsius, time 4 hour. The product is CN1C(=O)NC(=O)C(C1)C(F)(F)F (1-methyl-5-trifluoromethyl-5,6-dihydrouracil), CN1C(NCC(C1=O)C(F)(F)F)=O (3-methyl-5-trifluoromethyl-5,6-dihydrouracil), OC(=O)C(CNC(=O)NC)C(F)(F)F (1-(2-hydroxycarbonyl-3,3,3-trifluoropropyl)-3-methylurea). Isolated yield 66.0%. RXN SMILES: [F:1][C:2]([F:9])([F:8])[C:3](=[CH2:7])[C:4]([OH:6])=[O:5].[CH3:10][NH:11][C:12]([NH2:14])=[O:13]>CN(C=O)C>[CH3:10][N:11]1[CH2:7][CH:3]([C:2]([F:9])([F:8])[F:1])[C:4](=[O:5])[NH:14][C:12]1=[O:13].[CH3:10][N:11]1[C:4](=[O:5])[CH:3]([C:2]([F:9])([F:8])[F:1])[CH2:7][NH:14][C:12]1=[O:13].[OH:5][C:4]([CH:3]([C:2]([F:9])([F:8])[F:1])[CH2:7][NH:14][C:12]([NH:11][CH3:10])=[O:13])=[O:6]. Procedure: A mixture of α-trifluoromethylacrylic acid (700 mg; 5.0 mmoles) and methylurea (407 mg; 5.5 mmoles) in DMF (3 ml) was heated at 90° C. with stirring for 4 hours. DMF was evaporated under reduced pressure. The residue was purified by a column chromatography on silica gel to give 118 mg (yield 12%) of 1-methyl-5-trifluoromethyl-5,6-dihydrouracil (OF-3), 20 mg (yield: 2%) of 3-methyl-5-trifluoromethyl-5,6-dihydrouracil and 706 mg (yield: 66%) of 1-(2-hydroxycarbonyl-3,3,3-trifluoropropyl)-3-methylu... Reactants: BrBr (bromine), Br.CC1CCC(CCN1)=O (7-methyl-azepan-4-one hydrobromide). The solvent is C(C)(=O)O (acetic acid). Product: Br.BrC1C(CCNC(C1)C)=O.Br.BrC1CNC(CCC1=O)C (5-bromo-7-methyl-azepan-4-one hydrobromide 3-bromo-7-methyl-azepan-4-one hydrobromide). As a reaction SMILES: [Br:1]Br.[BrH:3].[CH3:4][CH:5]1[NH:11][CH2:10][CH2:9][C:8](=[O:12])[CH2:7][CH2:6]1>C(O)(=O)C>[BrH:1].[Br:3][CH:7]1[CH2:6][CH:5]([CH3:4])[NH:11][CH2:10][CH2:9][C:8]1=[O:12].[BrH:1].[Br:1][CH:9]1[C:8](=[O:12])[CH2:7][CH2:6][CH:5]([CH3:4])[NH:11][CH2:10]1 |f:1.2,4.5.6.7|. Procedure details: 9.8 mL bromine was added to 30 g 7-methyl-azepan-4-one hydrobromide in 180 mL acetic acid. The reaction was stirred over night at RT. The reaction was evaporated to yield 33 g of the desired product as isomere mixture. Rf: 0.4 (DCM/MeOH=20/1), (M+H)+=206